Dataset: the Open Reaction Database (ORD), a public repository of structured organic reaction records. Task: describe an organic reaction: reactants, conditions, products, and yield Reactants: C([O-])([O-])=O.[Cs+].[Cs+] (Caesium carbonate), C(CCCCCCCC(=O)O)(=O)O (nonanedioic acid), C(C(C)(C)C)(=O)OCCl (chloromethyl pivalate), [Na+].[I-] (NaI), CN(C=O)C (N,N-dimethylformamide). Conditions: temperature 40 celsius, time 2 day. Product: CC(C(=O)OCOC(CCCCCCCC(=O)OCOC(C(C)(C)C)=O)=O)(C)C (Bis[[(2,2-dimethylpropanoyl)oxy]methyl]nonanedioate). Reaction SMILES: [C:1](=[O:4])([O-])[O-].[Cs+].[Cs+].[C:7]([OH:19])(=[O:18])[CH2:8][CH2:9][CH2:10][CH2:11][CH2:12][CH2:13][CH2:14][C:15]([OH:17])=[O:16].[C:20]([O:26][CH2:27]Cl)(=[O:25])[C:21]([CH3:24])([CH3:23])[CH3:22].[Na+].[I-].CN(C)[CH:33]=[O:34]>>[CH3:22][C:21]([CH3:24])([CH3:23])[C:20]([O:26][CH2:27][O:16][C:15](=[O:17])[CH2:14][CH2:13][CH2:12][CH2:11][CH2:10][CH2:9][CH2:8][C:7]([O:19][CH2:1][O:4][C:33](=[O:34])[C:21]([CH3:23])([CH3:22])[CH3:20])=[O:18])=[O:25] |f:0.1.2,5.6|. Reported procedure: Caesium carbonate (32.6 g; 0.120 mol) was added to a stirred solution of nonanedioic acid (9.4 g; 50.0 mmol), chloromethyl pivalate (15.1 g; 0.10 mmol), and NaI (0,5 g; 3.3 mmol) in dry N,N-dimethylformamide (50 mL). The mixture was stirred for 2 days at ca. 40° C. (bath temperature) under argon. Excess solvent was evaporated off at ca. 35° C. (bath temperature) and 5 to 1 mm Hg. The residue was dissolved in water (50 mL) and diethyl ether (25 mL). The aqueous portion was extracted with ether (1... Reactants: CCNCC1CCNC1, CCn1cc(C(=O)O)c(=O)c2cc(F)c(Cl)cc21, [NH4+], [OH-]. The product is CCNCC1CCN(c2cc3c(cc2F)c(=O)c(C(=O)O)cn3CC)C1. As a reaction SMILES: [CH2:19]([CH3:20])[NH:21][CH2:22][CH:23]1[CH2:24][NH:25][CH2:26][CH2:27]1.[Cl:1][c:2]1[c:3]([F:18])[cH:4][c:5]2[c:6](=[O:17])[c:7]([C:14](=[O:15])[OH:16])[cH:8][n:9]([CH2:12][CH3:13])[c:10]2[cH:11]1.[NH4+:28].[OH-:29]>>[c:2]1([N:25]2[CH2:24][CH:23]([CH2:22][NH:21][CH2:19][CH3:20])[CH2:27][CH2:26]2)[c:3]([F:18])[cH:4][c:5]2[c:6](=[O:17])[c:7]([C:14](=[O:15])[OH:16])[cH:8][n:9]([CH2:12][CH3:13])[c:10]2[cH:11]1. Starting materials: 4A, BrC1=C2C=NNC2=CC(=C1)F (4-bromo-6-fluoro-1H-indazole), C(C1=CC=CC=C1)OC1=C(C=C(C=C1)B(O)O)F (4-benzyloxy-3-fluorobenzeneboronic acid), N1=CC=CC=C1 (pyridine). Reagents/catalysts: C(C)(=O)[O-].[Cu+2].C(C)(=O)[O-] (copper acetate). The solvent is ClCCl (dichloromethane). Reaction conditions: time 4 day. Product: BrC1=C2C=NN(C2=CC(=C1)F)C1=CC(=C(C=C1)OCC1=CC=CC=C1)F (4-Bromo-6-fluoro-1-{3-fluoro-4-[(phenylmethyl)oxy]phenyl}-1H-indazole). Yield: 40.3%. Reaction SMILES: [Br:1][C:2]1[CH:10]=[C:9]([F:11])[CH:8]=[C:7]2[C:3]=1[CH:4]=[N:5][NH:6]2.[CH2:12]([O:19][C:20]1[CH:25]=[CH:24][C:23](B(O)O)=[CH:22][C:21]=1[F:29])[C:13]1[CH:18]=[CH:17][CH:16]=[CH:15][CH:14]=1.N1C=CC=CC=1>ClCCl.C([O-])(=O)C.[Cu+2].C([O-])(=O)C>[Br:1][C:2]1[CH:10]=[C:9]([F:11])[CH:8]=[C:7]2[C:3]=1[CH:4]=[N:5][N:6]2[C:23]1[CH:24]=[CH:25][C:20]([O:19][CH2:12][C:13]2[CH:14]=[CH:15][CH:16]=[CH:17][CH:18]=2)=[C:21]([F:29])[CH:22]=1 |f:4.5.6|. Procedure details: To a solution of 4-bromo-6-fluoro-1H-indazole (1.0 g, 4.65 mmol) in dichloromethane (50 mL) was added 4-benzyloxy-3-fluorobenzeneboronic acid (2.29 g, 9.31 mmol), pyridine (0.75 mL, 9.28 mmol), copper acetate (1.26 g, 6.96 mmol) and powdered 4A molecular sieves (2 g). The reaction mixture was stirred at room temperature in the presence of air for 4 days. Celite was added to the mixture and stirred for 5 mins, then the mixture was filtered through a pad of celite and then the filtrate was washed ... Starting materials: C1(CCCCC1)C=1C2=C(N3C1C1=C(CN(C(C3)=O)CCN(C)C)C=CC=C1)C=C(S2)C(=O)OC(C)(C)C (tert-butyl 13-cyclohexyl-6-[2-(dimethylamino)ethyl]-7-oxo-5,6,7,8-tetrahydrothieno[2′,3′:4,5]pyrrolo[2,1-a][2,5]benzodiazocine-11-carboxylate), B.CSC (borane dimethylsulfide), Cl (HCl), CO (methanol). The solvent is C1CCOC1 (THF). Run at time 3 minute. Product: C1(CCCCC1)C=1C2=C(N3C1C1=C(CN(CC3)CCN(C)C)C=CC=C1)C=C(S2)C(=O)O (13-cyclohexyl-6-[2-(dimethylamino)ethyl]-5,6,7,8-tetrahydrothieno[2′,3′:4,5]pyrrolo[2,1-a][2,5]benzodiazocine-11-carboxylic acid), powder. The yield is 33.0%. As a reaction SMILES: [CH:1]1([C:7]2[C:8]3[S:30][C:29]([C:31]([O:33]C(C)(C)C)=[O:32])=[CH:28][C:9]=3[N:10]3[CH2:17][C:16](=O)[N:15]([CH2:19][CH2:20][N:21]([CH3:23])[CH3:22])[CH2:14][C:13]4[CH:24]=[CH:25][CH:26]=[CH:27][C:12]=4[C:11]=23)[CH2:6][CH2:5][CH2:4][CH2:3][CH2:2]1.B.CSC.Cl.CO>C1COCC1>[CH:1]1([C:7]2[C:8]3[S:30][C:29]([C:31]([OH:33])=[O:32])=[CH:28][C:9]=3[N:10]3[CH2:17][CH2:16][N:15]([CH2:19][CH2:20][N:21]([CH3:23])[CH3:22])[CH2:14][C:13]4[CH:24]=[CH:25][CH:26]=[CH:27][C:12]=4[C:11]=23)[CH2:6][CH2:5][CH2:4][CH2:3][CH2:2]1 |f:1.2|. Procedure: A solution of tert-butyl 13-cyclohexyl-6-[2-(dimethylamino)ethyl]-7-oxo-5,6,7,8-tetrahydrothieno[2′,3′:4,5]pyrrolo[2,1-a][2,5]benzodiazocine-11-carboxylate (1 eq., prepared as described in Example 1, Step 5) in dry THF (0.14 M) was treated with borane-dimethylsulfide complex (20 eq., 2 M solution in THF) overnight at RT. A solution of HCl in methanol (40 eq., 1.25 M) was added to the reaction mixture, which was then heated to reflux for 1 h. All volatiles were evaporated in vacuo and the residua... Starting materials: CCN=C=NCCCN(C)C, CCN(C(C)C)C(C)C, CCOC(=O)C1CCOc2cc(Oc3ccc(C(=O)O)cc3)c(Cl)cc21, NCCc1cc(Cl)cc(Cl)c1, Cl, CN(C)C=O, On1nnc2cccnc21. Yields the product CCOC(=O)C1CCOc2cc(Oc3ccc(C(=O)NCCc4cc(Cl)cc(Cl)c4)cc3)c(Cl)cc21. RXN SMILES: [CH3:39][N:40]([CH3:41])[CH2:42][CH2:43][CH2:44][N:45]=[C:46]=[N:47][CH2:48][CH3:49].[CH:60]([N:61]([CH2:62][CH3:63])[CH:64]([CH3:65])[CH3:66])([CH3:67])[CH3:68].[Cl:1][c:2]1[cH:3][c:4]2[c:9]([cH:10][c:11]1[O:12][c:13]1[cH:14][cH:15][c:16]([C:17](=[O:18])[OH:19])[cH:20][cH:21]1)[O:8][CH2:7][CH2:6][CH:5]2[C:22](=[O:23])[O:24][CH2:25][CH3:26].[Cl:27][c:28]1[cH:29][c:30]([CH2:35][CH2:36][NH2:37])[cH:31][c:32]([Cl:34])[cH:33]1.[ClH:38].[O:69]=[CH:70][N:71]([CH3:72])[CH3:73].[OH:50][n:51]1[c:52]2[n:53][cH:54][cH:55][cH:56][c:57]2[n:58][n:59]1>>[Cl:1][c:2]1[cH:3][c:4]2[c:9]([cH:10][c:11]1[O:12][c:13]1[cH:14][cH:15][c:16]([C:17](=[O:18])[NH:37][CH2:36][CH2:35][c:30]3[cH:29][c:28]([Cl:27])[cH:33][c:32]([Cl:34])[cH:31]3)[cH:20][cH:21]1)[O:8][CH2:7][CH2:6][CH:5]2[C:22](=[O:23])[O:24][CH2:25][CH3:26]. Reactants: CNCl, NC1CCN(Cc2ccccc2)CC1. Product: CNC1CCN(Cc2ccccc2)CC1. As a reaction SMILES: [CH3:15][NH:16][Cl:17].[NH2:1][CH:2]1[CH2:3][CH2:4][N:5]([CH2:8][c:9]2[cH:10][cH:11][cH:12][cH:13][cH:14]2)[CH2:6][CH2:7]1>>[NH:1]([CH:2]1[CH2:3][CH2:4][N:5]([CH2:8][c:9]2[cH:10][cH:11][cH:12][cH:13][cH:14]2)[CH2:6][CH2:7]1)[CH3:15].